This data is from the Open Reaction Database (ORD), a public repository of structured organic reaction records. The task is: describe an organic reaction: reactants, conditions, products, and yield Starting materials: [H-].[Na+] (sodium hydride), O (water), BrCCCCCC(=O)OCC (ethyl 6-bromohexanoate), C1(=CC=CC=C1)P(C1=CC=CC=C1)C1=CC=CC=C1 (triphenyl phosphine), C(C)#N (acetonitrile), isobutyl aldehyde. Yields the product CC(C=CCCCCC(=O)OCC)C (ethyl 8-methyl-6-nonenoate). The yield is 62.0%. As a reaction SMILES: Br[CH2:2][CH2:3][CH2:4][CH2:5][CH2:6][C:7]([O:9][CH2:10][CH3:11])=[O:8].C1(P([C:25]2[CH:30]=[CH:29]C=CC=2)C2C=CC=CC=2)C=CC=CC=1.[H-].[Na+].O.[C:34](#N)C>>[CH3:34][CH:30]([CH3:29])[CH:25]=[CH:2][CH2:3][CH2:4][CH2:5][CH2:6][C:7]([O:9][CH2:10][CH3:11])=[O:8] |f:2.3|. Procedure details: 223.12 g (1 mol) of ethyl 6-bromohexanoate and 275.4 g (1.05 mol) of triphenyl phosphine were refluxed for 36 hours in 1.5 l of acetonitrile. After the reaction was terminated, 500 ml of acetonitrile was distilled off, then the reaction mixture was dried. Into the dried mixture, 72.11 g (1 mol) of isobutyl aldehyde was added and stirred. Controlling the reaction temperature in the range of 25°-35° C., 40 g (1 mol) of oily (60%) sodium hydride was carefully added. Then, the reaction mixture was s... The reactants are CO, N, Cc1ccccc1NS(=O)(=O)c1ccc(-c2cnc3[nH]c(CCC4CCCCC(=S)N4)nc3c2)cc1, NC1=NC(CCc2nc3cc(-c4ccccc4)cnc3[nH]2)CCCC1. Yields the product Cc1ccccc1NS(=O)(=O)c1ccc(-c2cnc3[nH]c(CCC4CCCCC(N)=N4)nc3c2)cc1. As a reaction SMILES: [CH3:63][OH:64].[NH3:62].[S:26]=[C:27]1[NH:28][CH:29]([CH2:30][CH2:31][c:32]2[nH:33][c:34]3[n:35][cH:36][c:37](-[c:38]4[cH:39][cH:40][c:41]([S:50](=[O:51])(=[O:52])[NH:53][c:54]5[c:55]([CH3:60])[cH:56][cH:57][cH:58][cH:59]5)[cH:42][cH:43]4)[cH:44][c:45]3[n:46]2)[CH2:47][CH2:48][CH2:49][CH2:61]1.[c:1]1(-[c:7]2[cH:8][c:9]3[c:10]([n:11][cH:12]2)[nH:13][c:14]([CH2:16][CH2:17][CH:18]2[CH2:19][CH2:20][CH2:21][CH2:22][C:23]([NH2:25])=[N:24]2)[n:15]3)[cH:2][cH:3][cH:4][cH:5][cH:6]1>>[c:1]1(-[c:7]2[cH:8][c:9]3[c:10]([n:11][cH:12]2)[nH:13][c:14]([CH2:16][CH2:17][CH:18]2[CH2:19][CH2:20][CH2:21][CH2:22][C:23]([NH2:25])=[N:24]2)[n:15]3)[cH:2][cH:3][c:4]([S:50](=[O:51])(=[O:52])[NH:53][c:54]2[c:55]([CH3:60])[cH:56][cH:57][cH:58][cH:59]2)[cH:5][cH:6]1. Reactants: γ-CD·7H2O, CS(=O)(=O)NC=1C=CC(=CC1OC=2C=CC=CC2)[N+](=O)[O-] (nimesulide), C([C@@H]1[C@@H]2[C@@H]([C@H]([C@H](O1)O[C@@H]3[C@H](O[C@@H]([C@@H]([C@H]3O)O)O[C@@H]4[C@H](O[C@@H]([C@@H]([C@H]4O)O)O[C@@H]5[C@H](O[C@@H]([C@@H]([C@H]5O)O)O[C@@H]6[C@H](O[C@@H]([C@@H]([C@H]6O)O)O[C@@H]7[C@H](O[C@@H]([C@@H]([C@H]7O)O)O[C@@H]8[C@H](O[C@@H]([C@@H]([C@H]8O)O)O[C@@H]9[C@H](O[C@H](O2)[C@@H]([C@H]9O)O)CO)CO)CO)CO)CO)CO)CO)O)O)O (γ-CD), CS(=O)(=O)NC=1C=CC(=CC1OC=2C=CC=CC2)[N+](=O)[O-].N[C@@H](CCCCN)C(=O)O (nimesulide L-lysine), N[C@@H](CCCCN)C(=O)O (L-lysine). The solvent is O (water), O (water). Conditions: temperature 50 celsius, time 5 minute. Product: CS(=O)(=O)NC=1C=CC(=CC1OC=2C=CC=CC2)[N+](=O)[O-].N[C@@H](CCCCN)C(=O)O.C([C@@H]1[C@@H]2[C@@H]([C@H]([C@H](O1)O[C@@H]3[C@H](O[C@@H]([C@@H]([C@H]3O)O)O[C@@H]4[C@H](O[C@@H]([C@@H]([C@H]4O)O)O[C@@H]5[C@H](O[C@@H]([C@@H]([C@H]5O)O)O[C@@H]6[C@H](O[C@@H]([C@@H]([C@H]6O)O)O[C@@H]7[C@H](O[C@@H]([C@@H]([C@H]7O)O)O[C@@H]8[C@H](O[C@@H]([C@@H]([C@H]8O)O)O[C@@H]9[C@H](O[C@H](O2)[C@@H]([C@H]9O)O)CO)CO)CO)CO)CO)CO)CO)O)O)O (nimesulide L-lysine γ-CD). Reaction SMILES: [CH3:1][S:2]([NH:5][C:6]1[CH:7]=[CH:8][C:9]([N+:19]([O-:21])=[O:20])=[CH:10][C:11]=1[O:12][C:13]1[CH:14]=[CH:15][CH:16]=[CH:17][CH:18]=1)(=[O:4])=[O:3].[NH2:22][C@H:23]([C:29]([OH:31])=[O:30])[CH2:24][CH2:25][CH2:26][CH2:27][NH2:28].[CH2:32]([OH:119])[C@H:33]1[O:38][C@@H:37]2[O:39][C@H:40]3[C@H:45]([OH:46])[C@@H:44]([OH:47])[C@@H:43]([O:48][C@H:49]4[C@H:54]([OH:55])[C@@H:53]([OH:56])[C@@H:52]([O:57][C@H:58]5[C@H:63]([OH:64])[C@@H:62]([OH:65])[C@@H:61]([O:66][C@H:67]6[C@H:72]([OH:73])[C@@H:71]([OH:74])[C@@H:70]([O:75][C@H:76]7[C@H:81]([OH:82])[C@@H:80]([OH:83])[C@@H:79]([O:84][C@H:85]8[C@H:90]([OH:91])[C@@H:89]([OH:92])[C@@H:88]([O:93][C@H:94]9[C@H:100]([OH:101])[C@@H:99]([OH:102])[C@@H:97]([O:98][C@H:34]1[C@H:35]([OH:118])[C@H:36]2[OH:117])[O:96][C@@H:95]9[CH2:103][OH:104])[O:87][C@@H:86]8[CH2:105][OH:106])[O:78][C@@H:77]7[CH2:107][OH:108])[O:69][C@@H:68]6[CH2:109][OH:110])[O:60][C@@H:59]5[CH2:111][OH:112])[O:51][C@@H:50]4[CH2:113][OH:114])[O:42][C@@H:41]3[CH2:115][OH:116].CS(NC1C=CC([N+]([O-])=O)=CC=1OC1C=CC=CC=1)(=O)=O.N[C@H](C(O)=O)CCCCN>O>[CH3:1][S:2]([NH:5][C:6]1[CH:7]=[CH:8][C:9]([N+:19]([O-:21])=[O:20])=[CH:10][C:11]=1[O:12][C:13]1[CH:18]=[CH:17][CH:16]=[CH:15][CH:14]=1)(=[O:3])=[O:4].[NH2:22][C@H:23]([C:29]([OH:31])=[O:30])[CH2:24][CH2:25][CH2:26][CH2:27][NH2:28].[CH2:107]([OH:108])[C@H:77]1[O:78][C@@H:79]2[O:84][C@H:85]3[C@H:90]([OH:91])[C@@H:89]([OH:92])[C@@H:88]([O:93][C@H:94]4[C@H:100]([OH:101])[C@@H:99]([OH:102])[C@@H:97]([O:98][C@H:34]5[C@H:35]([OH:118])[C@@H:36]([OH:117])[C@@H:37]([O:39][C@H:40]6[C@H:45]([OH:46])[C@@H:44]([OH:47])[C@@H:43]([O:48][C@H:49]7[C@H:54]([OH:55])[C@@H:53]([OH:56])[C@@H:52]([O:57][C@H:58]8[C@H:63]([OH:64])[C@@H:62]([OH:65])[C@@H:61]([O:66][C@H:67]9[C@H:72]([OH:73])[C@@H:71]([OH:74])[C@@H:70]([O:75][C@H:76]1[C@H:81]([OH:82])[C@H:80]2[OH:83])[O:69][C@@H:68]9[CH2:109][OH:110])[O:60][C@@H:59]8[CH2:111][OH:112])[O:51][C@@H:50]7[CH2:113][OH:114])[O:42][C@@H:41]6[CH2:115][OH:116])[O:38][C@@H:33]5[CH2:32][OH:119])[O:96][C@@H:95]4[CH2:103][OH:104])[O:87][C@@H:86]3[CH2:105][OH:106] |f:3.4,6.7.8|. Reported procedure: 3 g of nimesulide (9.73×10-3 mole) are suspended in 200 ml of distilled water to which 3.2 g of L-lysine (1.95×10-2 mole) are added. The suspension is subjected to ultrasound for 5 minutes and then heated to 50° C. while violent agitation is maintained [Ultraturrax (registered mark)]. 13.88 g of γ-CD·7H2O (9.73×10-3 mole) are dispersed in 200 ml of distilled water and heated to 50° C. The suspension of γ-CD is added to the suspension of nimesulide+L-lysine. The agitation is continued for 15 minu...